This data is from the Open Reaction Database (ORD), a public repository of structured organic reaction records. The task is: describe an organic reaction: reactants, conditions, products, and yield Reactants: NC=1SC(=C(N1)C(C)C)C(=O)OCC (ethyl 2-amino-4-(propan-2-yl)-1,3-thiazole-5-carboxylate), B(F)(F)F.CCOCC (boron trifluoride diethyl etherate), N(=O)OC(C)(C)C (tert-butyl nitrite), [Na] (sodium), N(=O)OC(C)(C)C (tert-butyl nitrite), [OH-].[Na+] (NaOH). Run in C1CCOC1 (THF), O (water). Conditions: temperature 0 celsius, time 15 minute. Product: CC(C)C=1N=CSC1C(=O)OCC (ethyl 4-(propan-2-yl)-1,3-thiazole-5-carboxylate). Isolated yield 63.1%. RXN SMILES: N[C:2]1[S:3][C:4]([C:10]([O:12][CH2:13][CH3:14])=[O:11])=[C:5]([CH:7]([CH3:9])[CH3:8])[N:6]=1.B(F)(F)F.CCOCC.N(OC(C)(C)C)=O.[Na].[OH-].[Na+]>C1COCC1.O>[CH3:9][CH:7]([C:5]1[N:6]=[CH:2][S:3][C:4]=1[C:10]([O:12][CH2:13][CH3:14])=[O:11])[CH3:8] |f:1.2,5.6,^1:30|. Reported procedure: To a 0° C. solution of ethyl 2-amino-4-(propan-2-yl)-1,3-thiazole-5-carboxylate (3.6 g, 16.7 mmol) in anhydrous THF (60 mL) was added boron trifluoride diethyl etherate (3.0 mL, 23.9 mmol). After 15 minutes of stirring at 0° C., tert-butyl nitrite (10 mL, 84 mmol) was added. The mixture was stirred at 0° C. for 4 hours before more tert-butyl nitrite (10 mL, 84 mmol) was added. The mixture was stirred at 0° C. for 1 hour before a solution of sodium hypophosphonate (6.2 g, 70.1 mmol) in water (20 ... Procedure: A solution of 1,2-epithio-3-hexyl-3-butene (40 mg, 0.24 miol) and Cu(hfacac)2 (1.2 mg, 2.4 μmol) in benzene (1 mL) was heated at 100° C. for 1 h in a pressure tube. Concentration of the solvent in vacuo afforded a residue, which was purified by column chromatography (n-pentane) to give 3-Hexyl-2,5-dihydrothiophene (38 mg, 95%) as a colorless oil. The product is C(CCCCC)C=1CSCC1 (3-Hexyl-2,5-dihydrothiophene). As a reaction SMILES: [S:1]1[CH:3]([C:4]([CH2:6][CH2:7][CH2:8][CH2:9][CH2:10][CH3:11])=[CH2:5])[CH2:2]1>C1C=CC=CC=1>[CH2:6]([C:4]1[CH2:3][S:1][CH2:2][CH:5]=1)[CH2:7][CH2:8][CH2:9][CH2:10][CH3:11]. The reactants are S1CC1C(=C)CCCCCC (1,2-epithio-3-hexyl-3-butene), Cu(hfacac)2. Solvent: C1=CC=CC=C1 (benzene). Yield: 95.0%.